Dataset: the Open Reaction Database (ORD), a public repository of structured organic reaction records. Task: describe an organic reaction: reactants, conditions, products, and yield The reactants are N1SN=C2SC=C3C(C=NC=C3)=C21 ([1,2,5]thiadiazolo[3',4':2,3]thiopyrano[4,5-c]pyridine), CI (methyliodide). The solvent is CC(=O)C (acetone). Product: [I-].CN1C=C2C(C=C1)=CSC=1C2=[NH+]SN1 (8-Methyl-[1,2,5]thiadiazolo[3',4':2,3]thiopyrano[4,5-c]pyridinium iodide). As a reaction SMILES: [NH:1]1[C:13]2[C:4]([S:5][CH:6]=[C:7]3[CH:12]=[CH:11][N:10]=[CH:9][C:8]3=2)=[N:3][S:2]1.[CH3:14][I:15]>CC(C)=O>[I-:15].[CH3:14][N:10]1[CH:11]=[CH:12][C:7]2=[CH:6][S:5][C:4]3[C:13](=[NH+:1][S:2][N:3]=3)[C:8]2=[CH:9]1 |f:3.4|. Procedure: A solution of [1,2,5]thiadiazolo[3',4':2,3]thiopyrano[4,5-c]pyridine (100 mg, 0.5 mmol) and methyliodide (1.5 mmol) in acetone (10 ml) was stirred at room temperature overnight. The precipitate was collected by filtration to give the wanted product in 120 mg (70%) yield. Reactants: C(C)(C)(C)OC(=O)N1[C@@H](CC(C1)=NOC)C(=O)O ((2S,4EZ)-1-(tert-butoxycarbonyl)-4-(methoxyimino)-2-pyrrolidinecarboxylic acid), FC(C1=C(C=CC=C1)C1=CC=C(C=C1)C(=O)O)(F)F (2′-(trifluoromethyl)[1,1′-biphenyl]-4-carboxylic acid), CO (methanol). Product: CON=C1C[C@H](N(C1)C(=O)C1=CC=C(C=C1)C1=C(C=CC=C1)C(F)(F)F)C(=O)OC (Methyl (2S,4EZ)-4-(methoxyimino)-1-{[2′-(trifluoromethyl)[1,1′-biphenyl]-4-yl]carbonyl}-2-pyrrolidinecarboxylate). As a reaction SMILES: C(O[C:6]([N:8]1[CH2:12][C:11](=[N:13][O:14][CH3:15])[CH2:10][C@H:9]1[C:16]([OH:18])=[O:17])=[O:7])(C)(C)C.[F:19][C:20]([F:37])([F:36])[C:21]1[CH:26]=[CH:25][CH:24]=[CH:23][C:22]=1[C:27]1[CH:32]=[CH:31][C:30](C(O)=O)=[CH:29][CH:28]=1.[CH3:38]O>>[CH3:15][O:14][N:13]=[C:11]1[CH2:12][N:8]([C:6]([C:30]2[CH:29]=[CH:28][C:27]([C:22]3[CH:23]=[CH:24][CH:25]=[CH:26][C:21]=3[C:20]([F:19])([F:36])[F:37])=[CH:32][CH:31]=2)=[O:7])[C@H:9]([C:16]([O:18][CH3:38])=[O:17])[CH2:10]1. Procedure: Following the general method as outlined in Example 11, starting from (2S,4EZ)-1-(tert-butoxycarbonyl)-4-(methoxyimino)-2-pyrrolidinecarboxylic acid, 2′-(trifluoromethyl)[1,1′-biphenyl]-4-carboxylic acid, and methanol, the title compound was isolated as a mixture of two isomers in 86.3% purity by HPLC. Reactants: ClC1=NC=2N(C=C1)N=CC2C=O (5-chloropyrazolo[1,5-a]pyrimidine-3-carbaldehyde), N1(C=NC=C1)CC=1C=C(N)C=CC1 (3-((1H-imidazol-1-yl)methyl)aniline), CCOC(=O)C (EtOAc). Run in O1CCOCC1 (dioxane). Reaction conditions: temperature 120 celsius. Product: N1(C=NC=C1)CC=1C=C(C=CC1)NC1=NC=2N(C=C1)N=CC2C=O (5-(3-((1H-imidazol-1-yl)methyl)phenylamino)pyrazolo[1,5-a]pyrimidine-3-carbaldehyde). Reaction SMILES: Cl[C:2]1[CH:7]=[CH:6][N:5]2[N:8]=[CH:9][C:10]([CH:11]=[O:12])=[C:4]2[N:3]=1.[N:13]1([CH2:18][C:19]2[CH:20]=[C:21]([CH:23]=[CH:24][CH:25]=2)[NH2:22])[CH:17]=[CH:16][N:15]=[CH:14]1.CCOC(C)=O>O1CCOCC1>[N:13]1([CH2:18][C:19]2[CH:20]=[C:21]([NH:22][C:2]3[CH:7]=[CH:6][N:5]4[N:8]=[CH:9][C:10]([CH:11]=[O:12])=[C:4]4[N:3]=3)[CH:23]=[CH:24][CH:25]=2)[CH:17]=[CH:16][N:15]=[CH:14]1. Procedure: To 5-chloropyrazolo[1,5-a]pyrimidine-3-carbaldehyde (40 mg, 0.221 mmol) in dioxane was added 3-((1H-imidazol-1-yl)methyl)aniline (115 mg, 0.663 mmol). The mixture was heated in microwave for 120 minutes at 120° C. EtOAc was added to the mixture, and washed with water. The organic layer was then dried over Na2SO4 and solvent was removed under reduced pressure to yield 5-(3-((1H-imidazol-1-yl)methyl)phenylamino)pyrazolo[1,5-a]pyrimidine-3-carbaldehyde. The resulting solid was used in the next step...